This data is from the Open Reaction Database (ORD), a public repository of structured organic reaction records. The task is: describe an organic reaction: reactants, conditions, products, and yield Reactants: C(#CCCCCCC)C=1C=C2CCN(C2=CC1)C(=O)NCCC(=O)OCC (Ethyl 3-(5-(oct-1-ynyl)indoline-1-carboxamido)propanoate). The reagents and catalysts are [Pd] (Pd/C). Solvent: CCO (EtOH). Reaction conditions: time 1 hour. The product is C(CCCCCCC)C=1C=C2CCN(C2=CC1)C(=O)NCCC(=O)OCC (Ethyl 3-(5-octylindoline-1-carboxamido)propanoate). The yield is 89.0%. RXN SMILES: [C:1]([C:9]1[CH:10]=[C:11]2[C:15](=[CH:16][CH:17]=1)[N:14]([C:18]([NH:20][CH2:21][CH2:22][C:23]([O:25][CH2:26][CH3:27])=[O:24])=[O:19])[CH2:13][CH2:12]2)#[C:2][CH2:3][CH2:4][CH2:5][CH2:6][CH2:7][CH3:8]>CCO.[Pd]>[CH2:1]([C:9]1[CH:10]=[C:11]2[C:15](=[CH:16][CH:17]=1)[N:14]([C:18]([NH:20][CH2:21][CH2:22][C:23]([O:25][CH2:26][CH3:27])=[O:24])=[O:19])[CH2:13][CH2:12]2)[CH2:2][CH2:3][CH2:4][CH2:5][CH2:6][CH2:7][CH3:8]. Procedure details: A mixture of the product of Step C (0.1 g; 0.27 mmol) and 10% Pd/C (0.1 g) in EtOH (15 ml) was stirred at room temperature for 1 h under H2 (balloon). The catalyst was removed by filtration through the Celite pad, washed with CH2Cl2 (2×10 ml) and combined filtrates were evaporated to dryness under reduced pressure to give a title compound (0.09 g; 90%), as colourless solid. 1H-NMR (CDCl3) 7.71 (d, 1H, J=8.8 Hz); 6.94 (d, 1H, J=8.8 Hz); 6.93 (s, 1H); 5.29 (m, 1H); 4.14 (q, 2H, J=7 Hz); 3.82 (t, 2... The reactants are ClC1=CC(=C(C=C1OC1=C(C=CC=C1)[N+](=O)[O-])N1C(NC(=CC1=O)C(F)(F)F)=O)F (3-[4-chloro-2-fluoro-5-(2-nitrophenoxy)phenyl]-6-trifluoromethyl-1,2,3,4-tetrahydropyrimidine-2,4,-dione), C([O-])([O-])=O.[K+].[K+] (potassium carbonate), [N+](=O)([O-])C1=C(ON)C=CC(=C1)[N+](=O)[O-] (2,4-dinitrophenoxyamine). Solvent: CN(C=O)C (N,N-dimethylformamide). Conditions: time 20 hour. Yields the product NN1C(N(C(C=C1C(F)(F)F)=O)C1=C(C=C(C(=C1)OC1=C(C=CC=C1)[N+](=O)[O-])Cl)F)=O (1-Amino-3-[4-chloro-2-fluoro-5-(2-nitrophenoxy)phenyl]-6-trifluoromethyl-1,2,3,4-tetrahydropyrimidine-2,4-dione). The yield is 43.5%. RXN SMILES: [Cl:1][C:2]1[C:7]([O:8][C:9]2[CH:14]=[CH:13][CH:12]=[CH:11][C:10]=2[N+:15]([O-:17])=[O:16])=[CH:6][C:5]([N:18]2[C:23](=[O:24])[CH:22]=[C:21]([C:25]([F:28])([F:27])[F:26])[NH:20][C:19]2=[O:29])=[C:4]([F:30])[CH:3]=1.C(=O)([O-])[O-].[K+].[K+].[N+:37](C1C=C([N+]([O-])=O)C=CC=1ON)([O-])=O>CN(C)C=O>[NH2:37][N:20]1[C:21]([C:25]([F:28])([F:27])[F:26])=[CH:22][C:23](=[O:24])[N:18]([C:5]2[CH:6]=[C:7]([O:8][C:9]3[CH:14]=[CH:13][CH:12]=[CH:11][C:10]=3[N+:15]([O-:17])=[O:16])[C:2]([Cl:1])=[CH:3][C:4]=2[F:30])[C:19]1=[O:29] |f:1.2.3|. Procedure details: A suspension of 3-[4-chloro-2-fluoro-5-(2-nitrophenoxy)phenyl]-6-trifluoromethyl-1,2,3,4-tetrahydropyrimidine-2,4,-dione (1.0 g), potassium carbonate (0.37 g), and 2,4-dinitrophenoxyamine (0.54 g) in anhydrous N,N-dimethylformamide (20 ml) was stirred at room temperature for 20 hours. The solution was processed and the resulting oil was chromatographed on silica gel eluting with methylene chloride:hexane:ethyl acetate, 2:3:0.5. The product was crystallized from methylene chloride:hexane:ethyl ac... Starting materials: O (water), CN1C=CC2=CC=C(C=C12)C(C)=O (1-(1-methyl-1H-indol-6-yl)-ethanone), O.NN (hydrazine hydrate), [OH-].[K+] (potassium hydroxide). The solvent is C(COCCO)O (diethylene glycol). Conditions: temperature 62 celsius. Product: C(C)C1=CC=C2C=CN(C2=C1)C (6-ethyl-1-methylindole). Yield: 96.3%. Reaction SMILES: [CH3:1][N:2]1[C:10]2[C:5](=[CH:6][CH:7]=[C:8]([C:11](=O)[CH3:12])[CH:9]=2)[CH:4]=[CH:3]1.O.NN.[OH-].[K+].O>C(O)COCCO>[CH2:11]([C:8]1[CH:9]=[C:10]2[C:5]([CH:4]=[CH:3][N:2]2[CH3:1])=[CH:6][CH:7]=1)[CH3:12] |f:1.2,3.4|. Procedure: A mixture of 0.226 g 1-(1-methyl-1H-indol-6-yl)-ethanone, 1.35 mL of 85% hydrazine hydrate, 0.88 g of potassium hydroxide in 15 mL of diethylene glycol was stirred at 62° C. over night. The reaction mixture was cooled, poured into water and extracted with ethyl acetate. The organic phase was washed with water, dried over magnesium sulfate and concentrated to give 0.200 g of 6-ethyl-1-methylindole as a colorless oil after chromatographic purification on a silica gel column. The reactants are solution, [F-].C(CCC)[N+](CCCC)(CCCC)CCCC (tetrabutylammoniumfluoride), C(C)(C)(C)[Si](OC1CCC2(CCN(C2=O)C=2C(=NC(=CC2)N2C[C@@H](CC2)N2[C@H](CCC2)C)C)CC1)(C1=CC=CC=C1)C1=CC=CC=C1 (8-(tert-butyl-diphenyl-silanyloxy)-2-[2-methyl-6-((2S,3′R)-2-methyl-[1,3′]bipyrrolidinyl-1′-yl)-pyridin-3-yl]-2-aza-spiro[4.5]decan-1-one), solution, [F-].C(CCC)[N+](CCCC)(CCCC)CCCC (tetrabutylammoniumfluoride), O (Water). The solvent is O1CCCC1 (tetrahydrofuran), O1CCCC1 (tetrahydrofuran), O1CCCC1 (tetrahydrofuran). Run at time 24 hour. Yields the product OC1CCC2(CCN(C2=O)C=2C(=NC(=CC2)N2C[C@@H](CC2)N2[C@H](CCC2)C)C)CC1 (8-Hydroxy-2-[2-methyl-6-((2S,3′R)-2-methyl-[1,3′]bipyrrolidinyl-1′-yl)-pyridin-3-yl]-2-aza-spiro[4.5]decan-1-one). The yield is 29.4%. Reaction SMILES: C([Si](C1C=CC=CC=1)(C1C=CC=CC=1)[O:6][CH:7]1[CH2:35][CH2:34][C:10]2([C:14](=[O:15])[N:13]([C:16]3[C:17]([CH3:33])=[N:18][C:19]([N:22]4[CH2:26][CH2:25][C@@H:24]([N:27]5[CH2:31][CH2:30][CH2:29][C@@H:28]5[CH3:32])[CH2:23]4)=[CH:20][CH:21]=3)[CH2:12][CH2:11]2)[CH2:9][CH2:8]1)(C)(C)C.[F-].C([N+](CCCC)(CCCC)CCCC)CCC.O>O1CCCC1>[OH:6][CH:7]1[CH2:8][CH2:9][C:10]2([C:14](=[O:15])[N:13]([C:16]3[C:17]([CH3:33])=[N:18][C:19]([N:22]4[CH2:26][CH2:25][C@@H:24]([N:27]5[CH2:31][CH2:30][CH2:29][C@@H:28]5[CH3:32])[CH2:23]4)=[CH:20][CH:21]=3)[CH2:12][CH2:11]2)[CH2:34][CH2:35]1 |f:1.2|. Procedure details: To a solution of 8-(tert-butyl-diphenyl-silanyloxy)-2-[2-methyl-6-((2S,3′R)-2-methyl-[1,3′]bipyrrolidinyl-1′-yl)-pyridin-3-yl]-2-aza-spiro[4.5]decan-1-one (89 mg, 0.14 mmol) in tetrahydrofuran (2 mL) was added 1 M solution of tetrabutylammoniumfluoride in tetrahydrofuran (0.15 mL, 0.15 mmol). The resulting mixture was stirred for 24 hours at ambient temperature and then added additional 1 M solution of tetrabutylammoniumfluoride in tetrahydrofuran (0.15 mL, 0.15 mmol). The resulting mixture was ... The reactants are [N+](=O)([O-])C1=CC=C(C[C@@H](N)C(=O)O)C=C1 (4-nitro-D-phenylalanine), Cl (hydrogen chloride), CO (methanol). Conditions: time 8 hour. The product is Cl.COC([C@H](N)CC1=CC=C(C=C1)[N+](=O)[O-])=O (4-nitro-D-phenylalanine methyl ester hydrochloride). RXN SMILES: [N+:1]([C:4]1[CH:15]=[CH:14][C:7]([CH2:8][C@H:9]([C:11]([OH:13])=[O:12])[NH2:10])=[CH:6][CH:5]=1)([O-:3])=[O:2].[ClH:16].[CH3:17]O>>[ClH:16].[CH3:17][O:12][C:11](=[O:13])[C@@H:9]([CH2:8][C:7]1[CH:6]=[CH:5][C:4]([N+:1]([O-:3])=[O:2])=[CH:15][CH:14]=1)[NH2:10] |f:3.4|. Reported procedure: A solution of 4-nitro-D-phenylalanine (25 g) in 300 mL of methanol is treated with dry hydrogen chloride gas for 10 minutes. The solution is stirred at room temperature overnight. The suspension is concentrated and triturated with 300 mL of ether. The solid is collected and dried to give 4-nitro-D-phenylalanine methyl ester hydrochloride. To a solution of 4-nitro-D-phenylalanine methyl ester hydrochloride (25 g, 96 mmol) in 500 mL of methylene chloride at 0° C. is added 3,5-dimethylbenzoyl chlor...